This data is from the Open Reaction Database (ORD), a public repository of structured organic reaction records. The task is: describe an organic reaction: reactants, conditions, products, and yield Starting materials: O=C(Cl)CNC(=O)OCC1c2ccccc2-c2ccccc21, CCN(C(C)C)C(C)C, C1CCOC1, C1CCOC1, ClCCl, Nc1ccc(C(=O)O)cc1Cl. Yields the product O=C(CNC(=O)OCC1c2ccccc2-c2ccccc21)Nc1ccc(C(=O)O)cc1Cl. Reaction SMILES: [C:21](=[O:22])([O:23][CH2:24][CH:25]1[c:26]2[cH:27][cH:28][cH:29][cH:30][c:31]2-[c:32]2[cH:33][cH:34][cH:35][cH:36][c:37]21)[NH:38][CH2:39][C:40](=[O:41])[Cl:42].[CH2:12]([N:13]([CH:14]([CH3:15])[CH3:16])[CH:17]([CH3:18])[CH3:19])[CH3:20].[CH2:43]1[O:44][CH2:45][CH2:46][CH2:47]1.[CH2:51]1[O:52][CH2:53][CH2:54][CH2:55]1.[Cl:48][CH2:49][Cl:50].[NH2:1][c:2]1[c:3]([Cl:11])[cH:4][c:5]([C:6](=[O:7])[OH:8])[cH:9][cH:10]1>>[NH:1]([c:2]1[c:3]([Cl:11])[cH:4][c:5]([C:6](=[O:7])[OH:8])[cH:9][cH:10]1)[C:40]([CH2:39][NH:38][C:21](=[O:22])[O:23][CH2:24][CH:25]1[c:26]2[cH:27][cH:28][cH:29][cH:30][c:31]2-[c:32]2[cH:33][cH:34][cH:35][cH:36][c:37]21)=[O:41]. Starting materials: N1N=CC=2C1=NC=CC2 (1H-pyrazolo[3,4-b]pyridine), IN1C(CCC1=O)=O (N-iodosuccinimide), IN1C(CCC1=O)=O (N-iodosuccinimide). The solvent is O (water), C(C)#N (acetonitrile). Run at temperature 75 celsius, time 17 hour. Yields the product IC1=NNC2=NC=CC=C21 (3-iodo-1H-pyrazolo[3,4-b]pyridine). Reaction SMILES: [NH:1]1[C:5]2=[N:6][CH:7]=[CH:8][CH:9]=[C:4]2[CH:3]=[N:2]1.[I:10]N1C(=O)CCC1=O>C(#N)C.O>[I:10][C:3]1[C:4]2[C:5](=[N:6][CH:7]=[CH:8][CH:9]=2)[NH:1][N:2]=1. Procedure details: A solution of the intermediate from Step A above (14.3 g, 120 mmol) and N-iodosuccinimide (28.4 g, 126 mmol) in acetonitrile (210 mL) was heated at 75° C. After 17 hours, N-iodosuccinimide (5.4 g, 24 mmol) was added and the reaction solution stirred at 75° C. for an additional 1.5 hours. The reaction solution was cooled to room temperature and diluted with water. The slurry was concentrated in vacuo to remove most of the acetonitrile. The solid was collected, washed with water, and dried under a... As a reaction SMILES: [CH2:30]1[O:31][CH2:32][CH2:33][CH2:34]1.[CH3:35][OH:36].[CH3:3][c:4]1[cH:5][cH:6][cH:7][c:8]2[c:12]1[C:11](=[O:13])[N:10]([c:14]1[cH:15][cH:16][c:17]3[cH:18][cH:19][n:20]([CH2:23][C:24](=[O:25])[O:26][CH2:27][CH3:28])[c:21]3[cH:22]1)[CH2:9]2.[Na+:2].[OH-:1].[OH2:29]>>[CH3:3][c:4]1[cH:5][cH:6][cH:7][c:8]2[c:12]1[C:11](=[O:13])[N:10]([c:14]1[cH:15][cH:16][c:17]3[cH:18][cH:19][n:20]([CH2:23][C:24](=[O:25])[OH:26])[c:21]3[cH:22]1)[CH2:9]2. Yields the product Cc1cccc2c1C(=O)N(c1ccc3ccn(CC(=O)O)c3c1)C2. The reactants are C1CCOC1, CO, CCOC(=O)Cn1ccc2ccc(N3Cc4cccc(C)c4C3=O)cc21, [Na+], [OH-], O. Starting materials: BrC=1C=NC=C(C1)N1[C@@H](CCC1)C(O[SiH2]C(C)(C)C)(C)C (3-bromo-5-[(S)-2-(tert-butyl-dimethyl-silanyloxymethyl)-pyrrolidin-1-yl]-pyridine), ClC=1C=C2CNC(C2=CC1)=O (5-chloro-2,3-dihydro-isoindol-1-one). The product is C(C)(C)(C)[SiH2]OC([C@H]1N(CCC1)C=1C=C(C=NC1)N1C(C2=CC=C(C=C2C1)Cl)=O)(C)C (2-{5-[(S)-2-(tert-butyl-dimethyl-silanyloxymethyl)-pyrrolidin-1-yl]-pyridin-3-yl}-5-chloro-2,3-dihydro-isoindol-1-one). As a reaction SMILES: Br[C:2]1[CH:3]=[N:4][CH:5]=[C:6]([N:8]2[CH2:12][CH2:11][CH2:10][C@H:9]2[C:13]([CH3:21])([CH3:20])[O:14][SiH2:15][C:16]([CH3:19])([CH3:18])[CH3:17])[CH:7]=1.[Cl:22][C:23]1[CH:24]=[C:25]2[C:29](=[CH:30][CH:31]=1)[C:28](=[O:32])[NH:27][CH2:26]2>>[C:16]([SiH2:15][O:14][C:13]([CH3:21])([CH3:20])[C@@H:9]1[CH2:10][CH2:11][CH2:12][N:8]1[C:6]1[CH:7]=[C:2]([N:27]2[CH2:26][C:25]3[C:29](=[CH:30][CH:31]=[C:23]([Cl:22])[CH:24]=3)[C:28]2=[O:32])[CH:3]=[N:4][CH:5]=1)([CH3:19])([CH3:18])[CH3:17]. Procedure: In analogy to the procedures described for the preparation of example 135, 3-bromo-5-[(S)-2-(tert-butyl-dimethyl-silanyloxymethyl)-pyrrolidin-1-yl]-pyridine (example 135[B]) has been reacted with 5-chloro-2,3-dihydro-isoindol-1-one to give 2-{5-[(S)-2-(tert-butyl-dimethyl-silanyloxymethyl)-pyrrolidin-1-yl]-pyridin-3-yl}-5-chloro-2,3-dihydro-isoindol-1-one, which was then deprotected with 4M HCl in dioxane to give the title compound as white solid. MS: 344.0 (M+H+). The reactants are BrN1C(C2=CC=CC=C2C1=O)=O (2-Bromo-1H-isoindole-1,3(2H)-dione), C(C1=CC=CC=C1)OC1=C(C=CC(=C1)F)C1=NC(=NC=C1F)NC1=CC(=CC=C1)CSC (4-[2-(benzyloxy)-4-fluorophenyl]-5-fluoro-N-{3-[(methylsulfanyl)methyl]phenyl}pyrimidin-2-amine), N#CN (cyanamide), CC(C)(C)[O-].[K+] (potassium 2-methylpropan-2-olate). Run in CO (MeOH), C(Cl)Cl (DCM), S(=S)(=O)([O-])[O-].[Na+].[Na+] (sodium thiosulfate). Run at time 4 hour. Yields the product C(C1=CC=CC=C1)OC1=C(C=CC(=C1)F)C1=NC(=NC=C1F)NC=1C=C(CS(C)=NC#N)C=CC1 ((rac)-[[3-({4-[2-(benzyloxy)-4-fluorophenyl]-5-fluoropyrimidin-2-yl}amino)benzyl](methyl)-λ4-sulfanylidene]-cyanamide). As a reaction SMILES: BrN1C(=O)C2C(=CC=CC=2)C1=O.[CH2:13]([O:20][C:21]1[CH:26]=[C:25]([F:27])[CH:24]=[CH:23][C:22]=1[C:28]1[C:33]([F:34])=[CH:32][N:31]=[C:30]([NH:35][C:36]2[CH:41]=[CH:40][CH:39]=[C:38]([CH2:42][S:43][CH3:44])[CH:37]=2)[N:29]=1)[C:14]1[CH:19]=[CH:18][CH:17]=[CH:16][CH:15]=1.[N:45]#[C:46][NH2:47].CC([O-])(C)C.[K+]>CO.C(Cl)Cl.S([O-])([O-])(=O)=S.[Na+].[Na+]>[CH2:13]([O:20][C:21]1[CH:26]=[C:25]([F:27])[CH:24]=[CH:23][C:22]=1[C:28]1[C:33]([F:34])=[CH:32][N:31]=[C:30]([NH:35][C:36]2[CH:37]=[C:38]([CH:39]=[CH:40][CH:41]=2)[CH2:42][S:43](=[N:47][C:46]#[N:45])[CH3:44])[N:29]=1)[C:14]1[CH:19]=[CH:18][CH:17]=[CH:16][CH:15]=1 |f:3.4,7.8.9|. Procedure: 2-Bromo-1H-isoindole-1,3(2H)-dione (22.0 mg; 0.12 mmol) was added to a solution of 4-[2-(benzyloxy)-4-fluorophenyl]-5-fluoro-N-{3-[(methylsulfanyl)methyl]phenyl}pyrimidin-2-amine (37.0 mg; 0.08 mmol), cyanamide (4.5 mg; 0.11 mmol) and potassium 2-methylpropan-2-olate (11.1 mg; 0.10 mmol) in MeOH (0.44 mL) at RT. The batch was stirred for 4 hours before it was diluted with DCM and aqueous sodium thiosulfate solution. The batch was extracted with DCM (2×). The combined organic phases were filtered...